Dataset: the Open Reaction Database (ORD), a public repository of structured organic reaction records. Task: describe an organic reaction: reactants, conditions, products, and yield The solvent is C(C)O (ethanol). The yield is 100.1%. As a reaction SMILES: [Br:1][C:2]1[CH:3]=[C:4]2[C:9](=[C:10]([CH3:12])[CH:11]=1)[N:8]=[CH:7][C:6]([C:13]([O:15]CC)=[O:14])=[C:5]2[OH:18].[OH-].[Na+]>C(O)C>[Br:1][C:2]1[CH:3]=[C:4]2[C:9](=[C:10]([CH3:12])[CH:11]=1)[N:8]=[CH:7][C:6]([C:13]([OH:15])=[O:14])=[C:5]2[OH:18] |f:1.2|. Procedure details: A mixture of ethyl 6-bromo-4-hydroxy-8-methyl-3-quinolinecarboxylate (1.89 g, 6.09 mmol) and 6 N NaOH (1.22 g, 30.45 mmol, 5.1 mL) in ethanol (30 mL) was heated at reflux for 2.0 h and concentrated in vacuo. The residue was diluted with water and acidified with 6 N HCl to pH 4. The resulting solid was filtered, washed with water and diethyl ether, and dried overnight in a Buchner funnel to give the title compound (1.72 g, 99%) as a tan solid. MS (ES)+ m/e 282 [M+H]. The product is BrC=1C=C2C(=C(C=NC2=C(C1)C)C(=O)O)O (6-bromo-4-hydroxy-8-methyl-3-quinolinecarboxylic acid). Reactants: BrC=1C=C2C(=C(C=NC2=C(C1)C)C(=O)OCC)O (ethyl 6-bromo-4-hydroxy-8-methyl-3-quinolinecarboxylate), [OH-].[Na+] (NaOH). Starting materials: C=CCc1c(Cl)nc2ccnn2c1N(C(=O)OC(C)(C)C)c1ccc(OCC)cc1, [O-][I+3]([O-])([O-])[O-], [Na+], [Na+], [Na+], C1CCOC1, O, O=[Os](=O)(=O)=O, O=S([O-])[O-]. Product: CCOc1ccc(N(C(=O)OC(C)(C)C)c2c(CC=O)c(Cl)nc3ccnn23)cc1. RXN SMILES: [CH2:6]([CH:7]=[CH2:8])[c:9]1[c:10]([Cl:35])[n:11][c:12]2[n:13]([c:14]1[N:15]([C:16]([O:17][C:18]([CH3:19])([CH3:20])[CH3:21])=[O:22])[c:23]1[cH:24][cH:25][c:26]([O:29][CH2:30][CH3:31])[cH:27][cH:28]1)[n:32][cH:33][cH:34]2.[I+3:36]([O-:37])([O-:38])([O-:39])[O-:40].[Na+:41].[Na+:46].[Na+:47].[O:1]1[CH2:2][CH2:3][CH2:4][CH2:5]1.[OH2:53].[Os:48](=[O:49])(=[O:50])(=[O:51])=[O:52].[S:42]([O-:43])([O-:44])=[O:45]>>[O:1]=[CH:7][CH2:6][c:9]1[c:10]([Cl:35])[n:11][c:12]2[n:13]([c:14]1[N:15]([C:16]([O:17][C:18]([CH3:19])([CH3:20])[CH3:21])=[O:22])[c:23]1[cH:24][cH:25][c:26]([O:29][CH2:30][CH3:31])[cH:27][cH:28]1)[n:32][cH:33][cH:34]2. The reactants are ClCC1=NC(=NO1)C=1N=CN2C1[C@H]1N(C(C3=C2C=CC=C3)=O)CC1 ((S)-1-(5-chloromethyl-1,2,4-oxadiazol-3-yl)-12,12a-dihydro-9H,11H-azeto[2,1-c]imidazo[1,5-a][1,4]benzodiazepin-9-one), C(CCC)NCCCC (dibutylamine). Solvent: CN(C=O)C (N,N-dimethylformamide). Yields the product C(CCC)N(CCCC)CC1=NC(=NO1)C=1N=CN2C1[C@H]1N(C(C3=C2C=CC=C3)=O)CC1 ((S)-1-(5-dibutylaminomethyl-1,2,4-oxadiazol-3-yl)-12,12a-dihydro-9H,11H-azeto[2,1-c]imidazo[1,5-a][1,4]benzodiazepin-9-one). Isolated yield 68.4%. Reaction SMILES: Cl[CH2:2][C:3]1[O:7][N:6]=[C:5]([C:8]2[N:9]=[CH:10][N:11]3[C:17]4[CH:18]=[CH:19][CH:20]=[CH:21][C:16]=4[C:15](=[O:22])[N:14]4[CH2:23][CH2:24][C@H:13]4[C:12]=23)[N:4]=1.[CH2:25]([NH:29][CH2:30][CH2:31][CH2:32][CH3:33])[CH2:26][CH2:27][CH3:28]>CN(C)C=O>[CH2:25]([N:29]([CH2:2][C:3]1[O:7][N:6]=[C:5]([C:8]2[N:9]=[CH:10][N:11]3[C:17]4[CH:18]=[CH:19][CH:20]=[CH:21][C:16]=4[C:15](=[O:22])[N:14]4[CH2:23][CH2:24][C@H:13]4[C:12]=23)[N:4]=1)[CH2:30][CH2:31][CH2:32][CH3:33])[CH2:26][CH2:27][CH3:28]. Procedure: 1.15 g (3.5 mmol) of (S)-1-(5-chloromethyl-1,2,4-oxadiazol-3-yl)-12,12a-dihydro-9H,11H-azeto[2,1-c]imidazo[1,5-a][1,4]benzodiazepin-9-one were stirred at room temperature overnight with 1.29 g (10 mmol) of dibutylamine and 10 ml of N,N-dimethylformamide. By evaporation of the reaction mixture and chromatography of the residue on silica gel while eluting with ethyl acetate there were obtained 1.04 g (68%) of (S)-1-(5-dibutylaminomethyl-1,2,4-oxadiazol-3-yl)-12,12a-dihydro-9H,11H-azeto[2,1-c]imida... The reactants are Cl (Hydrochloric acid), C[S-].[Na+] (Sodium thiomethoxide), FC1=C(C(=O)OC)C=CC(=C1C(=O)OC)C(F)(F)F (methyl 2-fluoro-3-methoxycarbonyl-4-trifluoromethylbenzoate), O.[OH-].[Li+] (lithium hydroxide monohydrate). Run in C=1(C(=CC=CC1)C)C (xylene). Conditions: time 48 hour. Yields the product COC(=O)C=1C(=C(C(=O)OC)C=CC1C(F)(F)F)SC (methyl 3-methoxycarbonyl-2-(methylsulphenyl)-4-trifluoromethylbenzoate). Yield: 50.1%. Reaction SMILES: [CH3:1][S-:2].[Na+].F[C:5]1[C:14]([C:15]([O:17][CH3:18])=[O:16])=[C:13]([C:19]([F:22])([F:21])[F:20])[CH:12]=[CH:11][C:6]=1[C:7]([O:9][CH3:10])=[O:8].O.[OH-].[Li+].Cl>C1(C)C(C)=CC=CC=1>[CH3:18][O:17][C:15]([C:14]1[C:5]([S:2][CH3:1])=[C:6]([CH:11]=[CH:12][C:13]=1[C:19]([F:22])([F:21])[F:20])[C:7]([O:9][CH3:10])=[O:8])=[O:16] |f:0.1,3.4.5|. Procedure details: Sodium thiomethoxide (6.83 g) was added to a solution of methyl 2-fluoro-3-methoxycarbonyl-4-trifluoromethylbenzoate (24.85 g) in xylene. After stirring for 0.5 hours lithium hydroxide monohydrate (4.10 g) was added and the mixture was stirred for 48 hours. Hydrochloric acid (2M) was added. It was extracted with ether, washed with water, dried (MgSO4) and filtered. The filtrate was evaporated to dryness and the residue was triturated with cyclohexane. The solid was filtered off and the filtrate ... Starting materials: Cl.ClC1=CC=C(C=C1)C1CCNCC1 (4-(4-chlorophenyl)piperidine hydrochloride), C(C1=CC=CC=C1)(=O)NC(CCSC)C(=O)O (benzoyl-DL-methionine), ClC1=CC=C(C=C1)C1(CCNCC1)O (4-(4-chlorophenyl)-4-hydroxypiperidine), C(C1=CC=CC=C1)(=O)NC(C(C)C)C(=O)O (benzoyl-DL-valine). Product: ClC1=CC=C(C=C1)C1(CCN(CC1)C(C(CCSC)NC(C1=CC=CC=C1)=O)=O)O (N-(1-(4-(4-Chlorophenyl)-4-hydroxypiperidin-1-yl)-4-(methylthio)-1-oxobutan-2-yl)benzamide). RXN SMILES: [C:1]([NH:9][CH:10]([C:15]([OH:17])=O)[CH2:11][CH2:12][S:13][CH3:14])(=[O:8])[C:2]1[CH:7]=[CH:6][CH:5]=[CH:4][CH:3]=1.[Cl:18][C:19]1[CH:24]=[CH:23][C:22]([C:25]2([OH:31])[CH2:30][CH2:29][NH:28][CH2:27][CH2:26]2)=[CH:21][CH:20]=1.C(NC(C(O)=O)C(C)C)(=O)C1C=CC=CC=1.Cl.ClC1C=CC(C2CCNCC2)=CC=1>>[Cl:18][C:19]1[CH:24]=[CH:23][C:22]([C:25]2([OH:31])[CH2:26][CH2:27][N:28]([C:15](=[O:17])[CH:10]([NH:9][C:1](=[O:8])[C:2]3[CH:3]=[CH:4][CH:5]=[CH:6][CH:7]=3)[CH2:11][CH2:12][S:13][CH3:14])[CH2:29][CH2:30]2)=[CH:21][CH:20]=1 |f:3.4|. Reported procedure: Example 217 was prepared in a similar manner as described for the preparation of Example 208 with the exceptions that benzoyl-DL-methionine and 4-(4-chlorophenyl)-4-hydroxypiperidine were substituted for benzoyl-DL-valine and 4-(4-chlorophenyl)piperidine hydrochloride, respectively. MS found: (M+H)+=448. Starting materials: ON=C(N)C1=CN=C(S1)OC=1C=NC(=CC1)OC(C)C (N′-hydroxy-2-[(6-isopropoxypyridin-3-yl)oxy]-1,3-thiazole-5-carboximidamide), C(=O)(OC(C)(C)C)N[C@@H](C)C(=O)O (N-Boc-alanine), C(C)N=C=NCCCN(C)C (1-ethyl-3-[3-(dimethylamino)propyl]-carbodiimide). The solvent is ClCCl (Dichloromethane), ClCCl (dichloromethane). Conditions: temperature 25 celsius, time 15 minute. Yields the product N\C(\C1=CN=C(S1)OC=1C=NC(=CC1)OC(C)C)=N/OC(C(C)NC(OC(C)(C)C)=O)=O (tert-butyl 2-{[((1Z)-amino {2-[(6-isopropoxypyridin-3-yl)oxy]-1,3-thiazol-5-yl}methylene)amino]oxy}-1-methyl-2-oxoethylcarbamate). The yield is 0.0%. RXN SMILES: [OH:1][N:2]=[C:3]([C:5]1[S:9][C:8]([O:10][C:11]2[CH:12]=[N:13][C:14]([O:17][CH:18]([CH3:20])[CH3:19])=[CH:15][CH:16]=2)=[N:7][CH:6]=1)[NH2:4].[C:21]([NH:28][C@H:29]([C:31](O)=[O:32])[CH3:30])([O:23][C:24]([CH3:27])([CH3:26])[CH3:25])=[O:22].C(N=C=NCCCN(C)C)C>ClCCl>[NH2:4]/[C:3](=[N:2]\[O:1][C:31](=[O:32])[CH:29]([NH:28][C:21](=[O:22])[O:23][C:24]([CH3:26])([CH3:25])[CH3:27])[CH3:30])/[C:5]1[S:9][C:8]([O:10][C:11]2[CH:12]=[N:13][C:14]([O:17][CH:18]([CH3:20])[CH3:19])=[CH:15][CH:16]=2)=[N:7][CH:6]=1. Reported procedure: A solution of Example 81B (370 mg, 1.25 mmol) and N-Boc-alanine (286 mg, 1.51 mmol) in dichloromethane (10 mL) was treated with 1-ethyl-3-[3-(dimethylamino)propyl]-carbodiimide (361 mg, 1.88 mmol). The reaction was stirred for 15 minutes at 25° C. Dichloromethane (50 mL) was added and the resulting mixture was washed with saturated sodium carbonate (50 mL) and brine (50 mL). The organic layers were dried (MgSO4), filtered, and concentrated. The concentrate was purified by flash chromatography on... Reactants: C(C)(C)(C)OC(N[C@H]1C2=C(C3=C(NC1=O)C=CC=C3)C=CC=C2)=O (((S)-6-oxo-6,7-dihydro-5H-dibenzo[b,d]azepin-7-yl)-carbamic acid tert-butyl ester), FC1=CC=C(OCCBr)C=C1 (4-fluorophenoxy-ethylbromide), example 1a. Product: C(C)(C)(C)OC(N[C@H]1C2=C(C3=C(N(C1=O)CCOC1=CC=C(C=C1)F)C=CC=C3)C=CC=C2)=O ([(S)-5-[2-(4-fluoro-phenoxy)-ethyl]-6-oxo-6,7-dihydro-5H-dibenzo[b,d]azepin-7-yl]-carbamic acid tert-butyl ester). As a reaction SMILES: [C:1]([O:5][C:6](=[O:24])[NH:7][C@@H:8]1[C:14](=[O:15])[NH:13][C:12]2[CH:16]=[CH:17][CH:18]=[CH:19][C:11]=2[C:10]2[CH:20]=[CH:21][CH:22]=[CH:23][C:9]1=2)([CH3:4])([CH3:3])[CH3:2].[F:25][C:26]1[CH:35]=[CH:34][C:29]([O:30][CH2:31][CH2:32]Br)=[CH:28][CH:27]=1>>[C:1]([O:5][C:6](=[O:24])[NH:7][C@@H:8]1[C:14](=[O:15])[N:13]([CH2:32][CH2:31][O:30][C:29]2[CH:34]=[CH:35][C:26]([F:25])=[CH:27][CH:28]=2)[C:12]2[CH:16]=[CH:17][CH:18]=[CH:19][C:11]=2[C:10]2[CH:20]=[CH:21][CH:22]=[CH:23][C:9]1=2)([CH3:4])([CH3:2])[CH3:3]. Procedure: Using ((S)-6-oxo-6,7-dihydro-5H-dibenzo[b,d]azepin-7-yl)-carbamic acid tert-butyl ester and 4-fluorophenoxy-ethylbromide, the title product was prepared in the same manner as described for example 1a (84%). White solid. MS: m/e=463(M+H+).